describe an organic reaction: reactants, conditions, products, and yield From a dataset of the Open Reaction Database (ORD), a public repository of structured organic reaction records. Reactants: O=C1CCC(=O)N1Br, C=CCn1c(C)cc(O)cc1=O, O=C(O)C(Cl)Cl. Yields the product C=CCn1c(C)cc(O)c(Cl)c1=O. Reaction SMILES: [Br:13][N:14]1[C:15](=[O:16])[CH2:17][CH2:18][C:19]1=[O:20].[CH2:1]([CH:2]=[CH2:3])[n:4]1[c:5](=[O:12])[cH:6][c:7]([OH:11])[cH:8][c:9]1[CH3:10].[OH:21][C:22]([CH:23]([Cl:24])[Cl:25])=[O:26]>>[CH2:1]([CH:2]=[CH2:3])[n:4]1[c:5](=[O:12])[c:6]([Cl:25])[c:7]([OH:11])[cH:8][c:9]1[CH3:10]. The reactants are [Br-], BrCC1CO1, CCCC[N+](CCCC)(CCCC)CCCC, Cc1ccccc1, C=COCCO, [Na+], [OH-]. Yields the product C=COCCOCC1CO1. RXN SMILES: [Br-:14].[Br:7][CH2:8][CH:9]1[CH2:10][O:11]1.[CH3:15][CH2:16][CH2:17][CH2:18][N+:19]([CH2:20][CH2:21][CH2:22][CH3:23])([CH2:24][CH2:25][CH2:26][CH3:27])[CH2:28][CH2:29][CH2:30][CH3:31].[CH3:32][c:33]1[cH:34][cH:35][cH:36][cH:37][cH:38]1.[CH:1](=[CH2:2])[O:3][CH2:4][CH2:5][OH:6].[Na+:13].[OH-:12]>>[CH:1](=[CH2:2])[O:3][CH2:4][CH2:5][O:6][CH2:8][CH:9]1[CH2:10][O:11]1. Conditions: time 1 hour. Solvent: C(Cl)Cl (methylene chloride). RXN SMILES: [N+:1]([O-:4])(O)=[O:2].S(=O)(=O)(O)O.[Cl:10][C:11]1[CH:12]=[C:13]([CH:16]=[CH:17][CH:18]=1)[CH:14]=[O:15]>C(Cl)Cl>[N+:1]([C:16]1[CH:17]=[CH:18][C:11]([Cl:10])=[CH:12][C:13]=1[CH:14]=[O:15])([O-:4])=[O:2]. Starting materials: [N+](=O)(O)[O-] (nitric acid), S(O)(O)(=O)=O (sulfuric acid), ClC=1C=C(C=O)C=CC1 (m-chlorobenzaldehyde). Reported procedure: Concentrated nitric acid (29.3 ml) was added dropwise to 500 ml of concentrated sulfuric acid with ice cooling externally while stirring. In addition, 50 g of m-chlorobenzaldehyde was added dropwise to the resulting mixture at 5° C. or less. After stirring was continued at room temperature for 1 hour the reaction mixture was poured onto ice to precipitate solids which were collected by filtration. After washing with water the solids thus-obtained were dissolved in methylene chloride and the meth... Product: [N+](=O)([O-])C1=C(C=O)C=C(C=C1)Cl (2-nitro-5-chlorobenzaldehyde). Starting materials: C(C)(C)(C)OC(=O)N1CC=2C=C(C=NC2CC1)[N+](=O)[O-] (3-nitro-7,8-dihydro-5H-[1,6]naphthyridine-6-carboxylic acid tert-butyl ester), C(=O)(C(F)(F)F)O (TFA). Run in C(Cl)Cl (CH2Cl2). Reaction conditions: time 18 hour. The product is [N+](=O)([O-])C=1C=NC=2CCNCC2C1 (3-nitro-5,6,7,8-tetrahydro-[1,6]naphthyridine). As a reaction SMILES: C(OC([N:8]1[CH2:17][CH2:16][C:15]2[N:14]=[CH:13][C:12]([N+:18]([O-:20])=[O:19])=[CH:11][C:10]=2[CH2:9]1)=O)(C)(C)C.C(O)(C(F)(F)F)=O>C(Cl)Cl>[N+:18]([C:12]1[CH:13]=[N:14][C:15]2[CH2:16][CH2:17][NH:8][CH2:9][C:10]=2[CH:11]=1)([O-:20])=[O:19]. Procedure: To the solution of 3-nitro-7,8-dihydro-5H-[1,6]naphthyridine-6-carboxylic acid tert-butyl ester (6.14 g, 22 mmol) in CH2Cl2 (60 mL) was added TFA (7 mL). The reaction was stirred for 18 h at RT. After evaporation of the solvent, the residue was taken into water and neutralized with saturated NaHCO3 aqueous solution. The solid was filtered and washed with cold water and dried. The solid was recrystallized from CH3CN to give desired title compound as pale white solid. MS (ES+): 180.1 (M+H)+. Calc'... The reactants are O (water), OC1=CC2=C(C(CO2)=O)C=C1 (6-hydroxy-2H-benzofuran-3-one), COC1=C(C=O)C=C(C=C1)OC (2,5-dimethoxybenzaldehyde), Cl (hydrochloric acid). Solvent: CO (methanol). Product: COC1=C(C=C(C=C1)OC)C=C1OC2=C(C1=O)C=CC(=C2)O (2-[(2,5-dimethoxyphenyl)methylene]-6-hydroxy-3(2H)-benzofuranone). Yield: 60.9%. As a reaction SMILES: [OH:1][C:2]1[CH:11]=[CH:10][C:5]2[C:6](=[O:9])[CH2:7][O:8][C:4]=2[CH:3]=1.[CH3:12][O:13][C:14]1[CH:21]=[CH:20][C:19]([O:22][CH3:23])=[CH:18][C:15]=1[CH:16]=O.Cl.O>CO>[CH3:12][O:13][C:14]1[CH:21]=[CH:20][C:19]([O:22][CH3:23])=[CH:18][C:15]=1[CH:16]=[C:7]1[C:6](=[O:9])[C:5]2[CH:10]=[CH:11][C:2]([OH:1])=[CH:3][C:4]=2[O:8]1. Reported procedure: After 6-hydroxy-2H-benzofuran-3-one 1 g and 2,5-dimethoxybenzaldehyde 1.23 g were dissolved in methanol 75 ml, concentrated hydrochloric acid 50 ml was added, and the mixture was refluxed for 1.5 hours. The solution was cooled to room temperature, water 400 ml was added and precipitated crystals were filtered and dried over phosphorous pentoxide at a temperature of 60° C. for four hours under reduced pressure to obtain the desired compound 1.21 g.